This data is from the Open Reaction Database (ORD), a public repository of structured organic reaction records. The task is: describe an organic reaction: reactants, conditions, products, and yield Starting materials: C(C)(C)[N-]C(C)C.[Li+] (lithium diisopropylamide), resultant solution, Cl[Si](C)(C)C (chlorotrimethylsilane), N1C=NC=C1 (imidazole), C(C)(=O)C1=CC=CC=C1 (acetophenone), CC(=O)C (acetone). Solvent: C1CCOC1 (THF), CCCCCCC (heptane), O (water), CCCCCCC (heptane), O (water), CN(C)C=O (DMF). Reaction conditions: temperature -50 celsius, time 30 minute. Yields the product CC(CC(=O)C1=CC=CC=C1)(C)O[Si](C)(C)C (3-methyl-1-phenyl-3-(trimethylsilyloxy)butan-1-one). As a reaction SMILES: C([N-]C(C)C)(C)C.[Li+].[C:9]([C:12]1[CH:17]=[CH:16][CH:15]=[CH:14][CH:13]=1)(=[O:11])[CH3:10].[CH3:18][C:19]([CH3:21])=[O:20].N1C=CN=C1.Cl[Si:28]([CH3:31])([CH3:30])[CH3:29]>CCCCCCC.O.CN(C=O)C.C1COCC1>[CH3:18][C:19]([O:20][Si:28]([CH3:31])([CH3:30])[CH3:29])([CH3:21])[CH2:10][C:9]([C:12]1[CH:17]=[CH:16][CH:15]=[CH:14][CH:13]=1)=[O:11] |f:0.1|. Reported procedure: A flask is charged with THF (1 L), cooled to −50° C., and treated with lithium diisopropylamide (LDA) (1.05 L, 1.89 mol, 1.1 equiv, 1.8M in THF/heptane/ethylbenzene). The reactor contents are then treated with acetophenone (200 mL, 1.71 mol, 1.0 equiv) at a rate to maintain the batch at about −50° C. The reaction mixture is stirred at about −50° C. for 30 minutes then treated with acetone (151 mL, 2.06 mol, 1.2 equiv) at a rate to maintain the mixture at about −50° C. The reaction mixture is sti... The product is C#CC(O)c1ccc(OCC(=O)OC)c(OC)c1. Reaction SMILES: [C:18](#[CH:19])[Mg+:20].[CH2:21]1[O:22][CH2:23][CH2:24][CH2:25]1.[CH3:1][O:2][C:3]([CH2:4][O:5][c:6]1[c:7]([O:14][CH3:15])[cH:8][c:9]([CH:12]=[O:13])[cH:10][cH:11]1)=[O:16].[Cl-:17]>>[CH3:1][O:2][C:3]([CH2:4][O:5][c:6]1[c:7]([O:14][CH3:15])[cH:8][c:9]([CH:12]([OH:13])[C:18]#[CH:19])[cH:10][cH:11]1)=[O:16]. Starting materials: C#C[Mg+], C1CCOC1, COC(=O)COc1ccc(C=O)cc1OC, [Cl-]. As a reaction SMILES: [C:1]([O:8][C:9]([O:11][C:12]([CH3:15])([CH3:14])C)=O)(OC(C)(C)C)=O.[CH:16]#[C:17][C:18]1[CH:23]=[CH:22][C:21]([OH:24])=[CH:20][CH:19]=1.Cl.O.N1C=C[CH:30]=[CH:29][CH:28]=1>>[OH:24][C:21]1[CH:22]=[CH:23][C:18]([CH:17]=[CH2:16])=[CH:19][CH:20]=1.[O:8]1[CH2:1][CH2:30][CH2:29][CH2:28][CH:9]1[O:11][C:12]1[CH:14]=[CH:23][C:18]([CH:17]=[CH2:16])=[CH:19][CH:15]=1 |f:5.6|. The solvent is ion-exchanged. Reaction conditions: time 3 hour. Yields the product OC1=CC=C(C=C)C=C1.O1C(CCCC1)OC1=CC=C(C=C)C=C1 (p-hydroxystyrene p-(2-tetrahydropyranyloxy)styrene). Procedure details: Di-t-butyl dicarbonate in an amount of 1.6 g was added to a solution containing poly(p-hydroxystyrene) [weight-average molecular weight: 11,000] in 40 ml of pyridine while stirring at room temperature. Therein, the reaction was run for 3 hours at room temperature, and the resultant solution was poured into a solution containing 20 g of conc. hydrochloric acid in 1 liter of ion-exchanged water. A powdery matter thus precipitated was filtered off, washed with water, and dried to give a p-hydroxyst... Reactants: C#CC1=CC=C(C=C1)O (poly(p-hydroxystyrene)), N1=CC=CC=C1 (pyridine), C(=O)(OC(C)(C)C)OC(=O)OC(C)(C)C (Di-t-butyl dicarbonate), Cl (hydrochloric acid), O (water), resultant solution. Starting materials: O.NN (hydrazine monohydrate), C[C@H]1N(CCC1)CCCOC=1C=C2CCCC(C2=CC1)=O (6-[3-((R)-2-Methyl-pyrrolidin-1-yl)-propoxy]-3,4-dihydro-2H-naphthalen-1-one), O.C(C=O)(=O)O (glyoxylic acid monohydrate), [NH4+].[OH-] (NH4OH), C(=O)(O)[O-].[Na+] (NaHCO3). The reagents and catalysts are [Zn] (zinc). Run in O (water), C(C)(=O)O (acetic acid). The product is CC1N(CCC1)CCCOC=1C=CC2=C(CCC3CC(NN=C23)=O)C1 (8-[3-(2-Methyl-pyrrolidin-1-yl)-propoxy]-4,4a,5,6-tetrahydro-2H-benzo[h]cinnolin-3-one). Reaction SMILES: [CH3:1][C@@H:2]1[CH2:6][CH2:5][CH2:4][N:3]1[CH2:7][CH2:8][CH2:9][O:10][C:11]1[CH:12]=[C:13]2[C:18](=[CH:19][CH:20]=1)[C:17](=O)[CH2:16][CH2:15][CH2:14]2.O.[C:23]([OH:27])(=O)[CH:24]=O.[NH4+:28].[OH-].O.[NH2:31]N.C([O-])(O)=O.[Na+]>C(O)(=O)C.O.[Zn]>[CH3:1][CH:2]1[CH2:6][CH2:5][CH2:4][N:3]1[CH2:7][CH2:8][CH2:9][O:10][C:11]1[CH:20]=[CH:19][C:18]2[C:17]3[CH:16]([CH2:24][C:23](=[O:27])[NH:28][N:31]=3)[CH2:15][CH2:14][C:13]=2[CH:12]=1 |f:1.2,3.4,5.6,7.8|. Reported procedure: In a 250 mL round bottom flask, 6-[3-((R)-2-Methyl-pyrrolidin-1-yl)-propoxy]-3,4-dihydro-2H-naphthalen-1-one (3.0 g, 9.3 mmol), and glyoxylic acid monohydrate (1.28 g, 13.9 mmol), in acetic acid (60 mL) was heated to reflux 3 h. The reaction was cooled and zinc dust (1.21 g, 18.5 mmol) was added and the reaction was heated to reflux 14 h. The reaction was cooled and diluted with water (120 mL). The mixture was basified to pH 8 with NH4OH and then hydrazine monohydrate (0.93 mL, 18.5 mmol) was ad... Reactants: CC(C)(C)[Si](C)(C)C#Cc1ncc(-c2ccc(Cl)cc2)cc1F, CCCC[N+](CCCC)(CCCC)CCCC, ClCCl, [F-]. Yields the product C#Cc1ncc(-c2ccc(Cl)cc2)cc1F. RXN SMILES: [C:19]([Si:20]([CH3:21])([CH3:22])[C:26]#[C:27][c:28]1[n:29][cH:30][c:31](-[c:35]2[cH:36][cH:37][c:38]([Cl:41])[cH:39][cH:40]2)[cH:32][c:33]1[F:34])([CH3:23])([CH3:24])[CH3:25].[CH2:2]([N+:3]([CH2:4][CH2:5][CH2:6][CH3:7])([CH2:8][CH2:9][CH2:10][CH3:11])[CH2:12][CH2:13][CH2:14][CH3:15])[CH2:16][CH2:17][CH3:18].[Cl:42][CH2:43][Cl:44].[F-:1]>>[CH:26]#[C:27][c:28]1[n:29][cH:30][c:31](-[c:35]2[cH:36][cH:37][c:38]([Cl:41])[cH:39][cH:40]2)[cH:32][c:33]1[F:34]. Reactants: C1=CC=CC=C1 (benzene), C(=O)(Cl)Cl (phosgene), C1(=CC=CC=C1)NC(=O)NCCCC (1-phenyl-3-butyl urea), [O-]C#N.[K+] (potassium cyanate). Solvent: CN(C)C=O (DMF). The product is 5-phenyl-3-butyl allophanoyl chloride, C1(=CC=CC=C1)N1C(NC(N(C1=O)CCCC)=O)=O (3-phenyl-5-butyl isocyanuric acid). The yield is 70.0%. Reaction SMILES: C1C=CC=CC=1.[C:7](Cl)(Cl)=[O:8].[C:11]1([NH:17][C:18]([NH:20][CH2:21][CH2:22][CH2:23][CH3:24])=[O:19])[CH:16]=[CH:15][CH:14]=[CH:13][CH:12]=1.[O-:25][C:26]#[N:27].[K+]>CN(C=O)C>[C:11]1([N:17]2[C:18](=[O:19])[N:20]([CH2:21][CH2:22][CH2:23][CH3:24])[C:26](=[O:25])[NH:27][C:7]2=[O:8])[CH:16]=[CH:15][CH:14]=[CH:13][CH:12]=1 |f:3.4|. Procedure: A benzene solution (50 ml) of 5-phenyl-3-butyl allophanoyl chloride (0.1 mole) was prepared by reaction of phosgene with 1-phenyl-3-butyl urea by the method of Example 2. This solution was added dropwise to 16.0 g of potassium cyanate in 300 ml of anhydrous DMF as described in Example 3. After similar work-up, 17.0 g (70% yield) of 3-phenyl-5-butyl isocyanuric acid was obtained; b.p. 172° C./.01 mm, m.p. 54°-56° C. IR and NMR analysis were consistent with the assigned structure. Reactants: CON(C(=O)C=1SC2=C(C1)C=CC(=C2)C(F)(F)F)C (N-methoxy-N-methyl-6-(trifluoromethyl)-1-benzothiophene-2-carboxamide), [H-].[H-].[H-].[H-].[Li+].[Al+3] (LiAlH4), O (H2O), OS(=O)(=O)[O-].[K+] (KHSO4). Solvent: C1CCOC1 (THF), C1CCOC1 (THF), CCOC(=O)C (EtOAc). Run at temperature -15 celsius, time 30 minute. Yields the product FC(C1=CC2=C(C=C(S2)C=O)C=C1)(F)F (6-(Trifluoromethyl)-1-benzothiophene-2-carbaldehyde). As a reaction SMILES: CON(C)[C:4]([C:6]1[S:7][C:8]2[CH:14]=[C:13]([C:15]([F:18])([F:17])[F:16])[CH:12]=[CH:11][C:9]=2[CH:10]=1)=[O:5].[H-].[H-].[H-].[H-].[Li+].[Al+3].OS([O-])(=O)=O.[K+].O>C1COCC1.CCOC(C)=O>[F:17][C:15]([F:16])([F:18])[C:13]1[CH:12]=[CH:11][C:9]2[CH:10]=[C:6]([CH:4]=[O:5])[S:7][C:8]=2[CH:14]=1 |f:1.2.3.4.5.6,7.8|. Procedure: To N-methoxy-N-methyl-6-(trifluoromethyl)-1-benzothiophene-2-carboxamide as a solution in THF (0.2 M) at −15° C. was added a solution of LiAlH4 in THF (0.5 M) dropwise via an addition funnel. After stirring at −15° C. for an additional 30 min, an aqueous 1 N KHSO4 solution was added cautiously via an addition funnel. H2O was added followed by EtOAc. The layers were separated and the aqueous layer was extracted once more with EtOAc. The combined organic layers were washed with 1 N HCl, then washe... Starting materials: ClC1=CC(=NC2=CC=C(C=C12)Cl)N1CC2=C(CCC1)C=C(C=C2)C(=O)OC (Methyl 2-(4,6-dichloroquinolin-2-yl)-2,3,4,5-tetrahydro-1H-2-benzazepine-7-carboxylate), CO (methanol), [OH-].[Na+] (sodium hydroxide), Cl (hydrochloric acid). Solvent: O (water), C(C)(=O)OCC (ethyl acetate). Reaction conditions: time 8 hour. Yields the product ClC1=CC(=NC2=CC=C(C=C12)Cl)N1CC2=C(CCC1)C=C(C=C2)C(=O)O (2-(4,6-Dichloroquinolin-2-yl)-2,3,4,5-tetrahydro-1H-2-benzazepine-7-carboxylic acid). The yield is 89.4%. RXN SMILES: [Cl:1][C:2]1[C:11]2[C:6](=[CH:7][CH:8]=[C:9]([Cl:12])[CH:10]=2)[N:5]=[C:4]([N:13]2[CH2:19][CH2:18][CH2:17][C:16]3[CH:20]=[C:21]([C:24]([O:26]C)=[O:25])[CH:22]=[CH:23][C:15]=3[CH2:14]2)[CH:3]=1.CO.[OH-].[Na+].Cl>O.C(OCC)(=O)C>[Cl:1][C:2]1[C:11]2[C:6](=[CH:7][CH:8]=[C:9]([Cl:12])[CH:10]=2)[N:5]=[C:4]([N:13]2[CH2:19][CH2:18][CH2:17][C:16]3[CH:20]=[C:21]([C:24]([OH:26])=[O:25])[CH:22]=[CH:23][C:15]=3[CH2:14]2)[CH:3]=1 |f:2.3|. Reported procedure: Methyl 2-(4,6-dichloroquinolin-2-yl)-2,3,4,5-tetrahydro-1H-2-benzazepine-7-carboxylate (156 mg, 0.39 mmol) was added into the mixture of methanol (5 mL) and sodium hydroxide (5 M, 2 mL). The reaction mixture was stirred at room temperature overnight. After that, the reaction was diluted with 20 mL of water, acidified with 2 M of hydrochloric acid to pH 6 and diluted with ethyl acetate (30 mL). The organic layer was separated and washed with water. The solvent was dried over sodium sulfate and co... Reactants: BrC1=C(C=C(C=C1)F)[N+](=O)[O-] (2-bromo-5-fluoro-nitrobenzene), C(=C)[Mg]Br (vinyl magnesium bromide). The solvent is C1CCOC1 (THF), C1CCOC1 (THF). Reaction conditions: temperature -40 celsius, time 30 minute. The product is BrC=1C=CC(=C2C=CNC12)F (7-bromo-4-fluoro-1H-indole). The yield is 47.0%. Reaction SMILES: [Br:1][C:2]1[CH:7]=[CH:6][C:5]([F:8])=[CH:4][C:3]=1[N+:9]([O-])=O.[CH:12]([Mg]Br)=[CH2:13]>C1COCC1>[Br:1][C:2]1[CH:7]=[CH:6][C:5]([F:8])=[C:4]2[C:3]=1[NH:9][CH:13]=[CH:12]2. Procedure: 1.12 g (5 mmol) of 2-bromo-5-fluoro-nitrobenzene were dissolved in 50 ml THF. At a temperature of −45° C. 15 ml of a 1M vinyl magnesium bromide solution in THF were added under nitrogen in such a way that the temperature did not exceed −40° C. After complete addition the dark solution was stirred for 30 min at −40° C. The reaction mixture was quenched with 10 ml aqueous saturated ammonium chloride solution and extracted twice with diethyl ether. The combined organic layers were washed once with ...